Task: describe an organic reaction: reactants, conditions, products, and yield. Dataset: the Open Reaction Database (ORD), a public repository of structured organic reaction records Starting materials: C[O-].[Na+] (sodium methoxide), OC1=NOC(=C1C)C1=CC=CC=C1 (3-hydroxy-4-methyl-5-phenylisoxazole), C(Br)C1CO1 (epibromohydrin). The solvent is CN(C=O)C (dimethylformamide). Conditions: time 10 minute. Product: O1C(COC2=NOC(=C2C)C2=CC=CC=C2)C1 (3-(2,3-Epoxypropoxy)-4-methyl-5-phenylisoxazole). Isolated yield 70.7%. RXN SMILES: C[O-].[Na+].[OH:4][C:5]1[C:9]([CH3:10])=[C:8]([C:11]2[CH:16]=[CH:15][CH:14]=[CH:13][CH:12]=2)[O:7][N:6]=1.[CH2:17]([CH:19]1[O:21][CH2:20]1)Br>CN(C)C=O>[O:21]1[CH2:20][CH:19]1[CH2:17][O:4][C:5]1[C:9]([CH3:10])=[C:8]([C:11]2[CH:12]=[CH:13][CH:14]=[CH:15][CH:16]=2)[O:7][N:6]=1 |f:0.1|. Procedure: 7.32 g of sodium methoxide were added to a solution of 6.00 g of 3-hydroxy-4-methyl-5-phenylisoxazole in 500 ml of dimethylformamide, and the mixture was stirred at room temperature for 10 minutes. 10.4 g of epibromohydrin were then added dropwise at room temperature to the mixture, and the mixture was stirred at room temperature for 48 hours. At the end of this time, the reaction mixture was concentrated by evaporation under reduced pressure, and the residue was purified by column chromatograph... Reactants: C(C1=CC=CC=C1)=O (benzaldehyde), C(C=CC1=CC=CC=C1)=O (cinnamaldehyde). Product: C(C1=CC=CC=C1)=O.C(C=CC1=CC=CC=C1)=O (Benzaldehyde Cinnamaldehyde). Reaction SMILES: [CH:1](=[O:8])[C:2]1[CH:7]=[CH:6][CH:5]=[CH:4][CH:3]=1.[CH:9](=[O:18])[CH:10]=[CH:11][C:12]1[CH:17]=[CH:16][CH:15]=[CH:14][CH:13]=1>>[CH:1](=[O:8])[C:2]1[CH:7]=[CH:6][CH:5]=[CH:4][CH:3]=1.[CH:9](=[O:18])[CH:10]=[CH:11][C:12]1[CH:17]=[CH:16][CH:15]=[CH:14][CH:13]=1 |f:2.3|. Procedure: FIG. 2 is the GC-IR spectrum for the bottoms in the distillation pot. The peak indicated by reference numeral 20 is the peak for benzaldehyde. The peak indicated by reference numeral 21 is the peak for the cinnamaldehyde. Starting materials: Cl (HCl), COC(C(C)(C)NC(=O)C1=C(C2=CC=CC=C2C(=C1)F)OCC1=CC=C(C=C1)C(F)(F)F)=O (2-{[4-fluoro-1-(4-trifluoromethyl-benzyloxy)-naphthalene-2-carbonyl]-amino}-2-methyl-propionic acid methyl ester), C1CCOC1 (THF), [OH-].[Na+] (NaOH). Run in O.C(C)(=O)OCC (water ethyl acetate), CO (methanol). Reaction conditions: time 12 hour. Product: FC1=CC(=C(C2=CC=CC=C12)OCC1=CC=C(C=C1)C(F)(F)F)C(=O)NC(C(=O)O)(C)C (2-{[4-fluoro-1-(4-trifluoromethyl-benzyloxy)-naphthalene-2-carbonyl]-amino}-2-methyl-propionic acid). Isolated yield 23.4%. Reaction SMILES: C[O:2][C:3](=[O:33])[C:4]([NH:7][C:8]([C:10]1[CH:19]=[C:18]([F:20])[C:17]2[C:12](=[CH:13][CH:14]=[CH:15][CH:16]=2)[C:11]=1[O:21][CH2:22][C:23]1[CH:28]=[CH:27][C:26]([C:29]([F:32])([F:31])[F:30])=[CH:25][CH:24]=1)=[O:9])([CH3:6])[CH3:5].C1COCC1.[OH-].[Na+].Cl>O.C(OCC)(=O)C.CO>[F:20][C:18]1[C:17]2[C:12](=[CH:13][CH:14]=[CH:15][CH:16]=2)[C:11]([O:21][CH2:22][C:23]2[CH:24]=[CH:25][C:26]([C:29]([F:30])([F:31])[F:32])=[CH:27][CH:28]=2)=[C:10]([C:8]([NH:7][C:4]([CH3:6])([CH3:5])[C:3]([OH:33])=[O:2])=[O:9])[CH:19]=1 |f:2.3,5.6|. Procedure: To 0.198 g of 2-{[4-fluoro-1-(4-trifluoromethyl-benzyloxy)-naphthalene-2-carbonyl]-amino}-2-methyl-propionic acid methyl ester was added 15 ml of THF and 5 ml of methanol followed by 5 ml of 1M NaOH. The solution was stirred at ambient temperature for 12 h. The reaction mixture was poured into water/ethyl acetate, acidified to pH 1-2 with 1M HCl, extracted with ethyl acetate, washed with water, dried (sodium sulphate), filtered and concentrated to a colorless oil which crystallized on standing. ... Reactants: FC(C(=O)N1CCC2=C(C(C1)C)C=C(C(=C2)OCC2=CC=CC=C2)Br)(F)F (N-trifluoroacetyl-7-benzyloxy-8-bromo-1-methyl-2,3,4,5-tetrahydro-1H-3-benzazepine), [OH-].[Na+] (NaOH). Run in O (water), CO (methanol). Reaction conditions: time 8 hour. The product is C(C1=CC=CC=C1)OC1=CC2=C(C(CNCC2)C)C=C1Br (7-Benzyloxy-8-bromo-1-methyl-2,3,4,5-tetrahydro-1H-3-benzazepine). Isolated yield 65.0%. Reaction SMILES: FC(F)(F)C([N:5]1[CH2:11][CH:10]([CH3:12])[C:9]2[CH:13]=[C:14]([Br:25])[C:15]([O:17][CH2:18][C:19]3[CH:24]=[CH:23][CH:22]=[CH:21][CH:20]=3)=[CH:16][C:8]=2[CH2:7][CH2:6]1)=O.[OH-].[Na+]>CO.O>[CH2:18]([O:17][C:15]1[C:14]([Br:25])=[CH:13][C:9]2[CH:10]([CH3:12])[CH2:11][NH:5][CH2:6][CH2:7][C:8]=2[CH:16]=1)[C:19]1[CH:20]=[CH:21][CH:22]=[CH:23][CH:24]=1 |f:1.2|. Reported procedure: A solution of N-trifluoroacetyl-7-benzyloxy-8-bromo-1-methyl-2,3,4,5-tetrahydro-1H-3-benzazepine (0.81 g, 1.83 mmol) in methanol (20 mL) was treated with 15% aqueous NaOH (20 mL), and stirred overnight at 20 C. The product mixture was diluted with water (200 mL), extracted twice with EtOAc (200 mL), the combined organic phases were washed with brine (100 mL), dried with Na2SO4 and concentrated to give 0.412 g of a clear oil. 1H NMR (400 MHz, CDCl3) d 7.38 (d, J=8 Hz, 2 H), 7.30 (dd, J=7, 8 Hz, 2... Reactants: C#Cc1ccc(C(CC)(CC)c2ccc(O)c(C)c2)cc1C, [Li]CCCC, CCC(=O)CC, CCCCCC, C1CCOC1. The product is CCC(O)(C#Cc1ccc(C(CC)(CC)c2ccc(O)c(C)c2)cc1C)CC. RXN SMILES: [CH2:12]([CH3:13])[C:14]([CH2:15][CH3:16])([c:17]1[cH:18][c:19]([CH3:25])[c:20]([C:23]#[CH:24])[cH:21][cH:22]1)[c:26]1[cH:27][c:28]([CH3:33])[c:29]([OH:32])[cH:30][cH:31]1.[CH2:1]([Li:2])[CH2:3][CH2:4][CH3:5].[CH3:34][CH2:35][C:36]([CH2:37][CH3:38])=[O:39].[CH3:6][CH2:7][CH2:8][CH2:9][CH2:10][CH3:11].[O:40]1[CH2:41][CH2:42][CH2:43][CH2:44]1>>[CH2:12]([CH3:13])[C:14]([CH2:15][CH3:16])([c:17]1[cH:18][c:19]([CH3:25])[c:20]([C:23]#[C:24][C:36]([CH2:35][CH3:34])([CH2:37][CH3:38])[OH:39])[cH:21][cH:22]1)[c:26]1[cH:27][c:28]([CH3:33])[c:29]([OH:32])[cH:30][cH:31]1.